This data is from the Open Reaction Database (ORD), a public repository of structured organic reaction records. The task is: describe an organic reaction: reactants, conditions, products, and yield Starting materials: O=C([O-])C=CC(=O)[O-], [Cl-], S=C1CN=C(c2ccccc2Cl)c2cc(Cl)ccc2N1, ClCCCN1CCCCCC1, Cl, [K+], [Na+], C1CCOC1, [OH-], O=C(O)C=CC(=O)O. Product: O=C(O)C=CC(=O)O, Clc1ccc2c(c1)C(c1ccccc1Cl)=NCC(SCCCN1CCCCCC1)=N2. As a reaction SMILES: [C:35]([CH:36]=[CH:37][C:38](=[O:39])[O-:40])(=[O:41])[O-:42].[Cl-:52].[Cl:1][c:2]1[c:3]([C:8]2=[N:9][CH2:10][C:11](=[S:20])[NH:12][c:13]3[c:14]2[cH:15][c:16]([Cl:19])[cH:17][cH:18]3)[cH:4][cH:5][cH:6][cH:7]1.[Cl:24][CH2:25][CH2:26][CH2:27][N:28]1[CH2:29][CH2:30][CH2:31][CH2:32][CH2:33][CH2:34]1.[ClH:23].[K+:22].[Na+:51].[O:53]1[CH2:54][CH2:55][CH2:56][CH2:57]1.[OH-:21].[OH:43][C:44]([CH:45]=[CH:46][C:47](=[O:48])[OH:49])=[O:50]>>[C:35]([CH:36]=[CH:37][C:38](=[O:39])[OH:40])(=[O:41])[OH:42].[Cl:1][c:2]1[c:3]([C:8]2=[N:9][CH2:10][C:11]([S:20][CH2:25][CH2:26][CH2:27][N:28]3[CH2:29][CH2:30][CH2:31][CH2:32][CH2:33][CH2:34]3)=[N:12][c:13]3[c:14]2[cH:15][c:16]([Cl:19])[cH:17][cH:18]3)[cH:4][cH:5][cH:6][cH:7]1. Reported procedure: According to the same procedure, 3-(2-hydroxy-phenyl)-acrylic acid 2-ethyl-4-(2,2,3-trimethyl-cyclopent-3-enyl)-but-2-enyl ester was prepared from 3-(2-hydroxy-phenyl)-acrylic acid ethyl ester, 2-ethyl-4(2,2,3-trimethyl cyclopentyl-3-en-1-yl)-but-2-en-1-ol and tetraisopropyl-o-titanate. Product: C(C)C(COC(\C=C\C1=C(C=CC=C1)O)=O)=CCC1C(C(=CC1)C)(C)C ((E)-3-(2-Hydroxy-phenyl)-acrylic acid 2-ethyl-4-(2,2,3-trimethyl-cyclopent-3-enyl)-but-2-enyl ester). Starting materials: C(C)OC(C=CC1=C(C=CC=C1)O)=O (3-(2-hydroxy-phenyl)-acrylic acid ethyl ester), 2-ethyl-4(2,2,3-trimethyl cyclopentyl-3-en-1-yl)-but-2-en-1-ol, tetraisopropyl-o-titanate, C(C)C(COC(C=CC1=C(C=CC=C1)O)=O)=CCC1C(C(=CC1)C)(C)C (3-(2-hydroxy-phenyl)-acrylic acid 2-ethyl-4-(2,2,3-trimethyl-cyclopent-3-enyl)-but-2-enyl ester). Reaction SMILES: [CH2:1]([C:3](=[CH:17][CH2:18][CH:19]1[CH2:23][CH:22]=[C:21]([CH3:24])[C:20]1([CH3:26])[CH3:25])[CH2:4][O:5][C:6](=[O:16])[CH:7]=[CH:8][C:9]1[CH:14]=[CH:13][CH:12]=[CH:11][C:10]=1[OH:15])[CH3:2].C(OC(=O)C=CC1C=CC=CC=1O)C>>[CH2:1]([C:3](=[CH:17][CH2:18][CH:19]1[CH2:23][CH:22]=[C:21]([CH3:24])[C:20]1([CH3:25])[CH3:26])[CH2:4][O:5][C:6](=[O:16])/[CH:7]=[CH:8]/[C:9]1[CH:14]=[CH:13][CH:12]=[CH:11][C:10]=1[OH:15])[CH3:2].